From a dataset of the Open Reaction Database (ORD), a public repository of structured organic reaction records. describe an organic reaction: reactants, conditions, products, and yield Reactants: CCOC(=O)c1oc2cccc(OCCCNC3CCN(Cc4ccccc4)CC3)c2c1C, CC(=O)O, CCOC(C)=O, [H][H]. As a reaction SMILES: [CH2:1]([CH3:2])[O:3][C:4](=[O:5])[c:6]1[o:7][c:8]2[c:9]([c:10]1[CH3:11])[c:12]([O:16][CH2:17][CH2:18][CH2:19][NH:20][CH:21]1[CH2:22][CH2:23][N:24]([CH2:27][c:28]3[cH:29][cH:30][cH:31][cH:32][cH:33]3)[CH2:25][CH2:26]1)[cH:13][cH:14][cH:15]2.[CH3:34][C:35](=[O:36])[OH:37].[CH3:40][CH2:41][O:42][C:43](=[O:44])[CH3:45].[H:38][H:39]>>[CH2:1]([CH3:2])[O:3][C:4](=[O:5])[c:6]1[o:7][c:8]2[c:9]([c:10]1[CH3:11])[c:12]([O:16][CH2:17][CH2:18][CH2:19][NH:20][CH:21]1[CH2:22][CH2:23][NH:24][CH2:25][CH2:26]1)[cH:13][cH:14][cH:15]2. Product: CCOC(=O)c1oc2cccc(OCCCNC3CCNCC3)c2c1C. Product: O=c1oc2cc(F)ccc2n1CCCCl. The reactants are O=C([O-])[O-], ClCCCI, [Cs+], [Cs+], O=c1[nH]c2ccc(F)cc2o1. RXN SMILES: [C:17](=[O:18])([O-:19])[O-:20].[Cl:12][CH2:13][CH2:14][CH2:15][I:16].[Cs+:21].[Cs+:22].[F:1][c:2]1[cH:3][c:4]2[c:5]([nH:6][c:7](=[O:9])[o:8]2)[cH:10][cH:11]1>>[F:1][c:2]1[cH:3][c:4]2[c:5]([n:6]([CH2:15][CH2:14][CH2:13][Cl:12])[c:7](=[O:9])[o:8]2)[cH:10][cH:11]1.